This data is from the Open Reaction Database (ORD), a public repository of structured organic reaction records. The task is: describe an organic reaction: reactants, conditions, products, and yield Reactants: ClCCl, Cl, CC(C)(C)OC(=O)N1CC(c2cccc3cc(S(=O)(=O)c4ccccc4)cnc23)C1. Product: Cl, O=S(=O)(c1ccccc1)c1cnc2c(C3CNC3)cccc2c1. Reaction SMILES: [Cl:32][CH2:33][Cl:34].[ClH:31].[c:1]1([S:7](=[O:8])(=[O:9])[c:10]2[cH:11][n:12][c:13]3[c:14]([CH:20]4[CH2:21][N:22]([C:24]([O:25][C:26]([CH3:27])([CH3:28])[CH3:29])=[O:30])[CH2:23]4)[cH:15][cH:16][cH:17][c:18]3[cH:19]2)[cH:2][cH:3][cH:4][cH:5][cH:6]1>>[ClH:31].[c:1]1([S:7](=[O:8])(=[O:9])[c:10]2[cH:11][n:12][c:13]3[c:14]([CH:20]4[CH2:21][NH:22][CH2:23]4)[cH:15][cH:16][cH:17][c:18]3[cH:19]2)[cH:2][cH:3][cH:4][cH:5][cH:6]1.